Dataset: the Open Reaction Database (ORD), a public repository of structured organic reaction records. Task: describe an organic reaction: reactants, conditions, products, and yield Reactants: C(C)(=O)OO (peracetic acid), [Na] (sodium), [I-] (iodide), C(CCC)[Sn](C1=CC=C(C=O)C=C1)(CCCC)CCCC (4-tributylstannyl benzaldehyde), [123I]-4-iodobenzaldehyde, [Na] (sodium), [I-] (iodide), C(CCC)[Sn](C1=CC=C(C=O)C=C1)(CCCC)CCCC (4-tributylstannyl benzaldehyde), C(C)(=O)[O-].[NH4+] (ammonium acetate). The solvent is O (water), CO (methanol), C(C)#N (acetonitrile), O (water), C(C)#N (acetonitrile). Run at time 20 minute. Product: IC1=CC=C(C=O)C=C1 (4-iodobenzaldehyde). Isolated yield 48.0%. As a reaction SMILES: [Na].[I-:2].C([O-])(=O)C.[NH4+].C(OO)(=O)C.C([Sn](CCCC)(CCCC)[C:18]1[CH:25]=[CH:24][C:21]([CH:22]=[O:23])=[CH:20][CH:19]=1)CCC>O.CO.C(#N)C>[I:2][C:18]1[CH:25]=[CH:24][C:21]([CH:22]=[O:23])=[CH:20][CH:19]=1 |f:2.3,^1:0|. Procedure details: To 5.2 μL sodium [123I] iodide (138.1 MBq) was added, ammonium acetate buffer (100 μL, pH 4, 0.2M), sodium [127I] iodide (51 μL, 10 mM solution in 0.01M sodium hydroxide, 5.1×10−7 moles), peracetic acid (11 μL, 50 mM solution, 5.5×10−7 moles) and 4-tributylstannyl benzaldehyde (100 μL, 200 μg, 2 mg/mL solution in acetonitrile, 5.06×10−7 moles). An additional 50 μL acetonitrile was added to aid solubility of the 4-tributylstannyl benzaldehyde, and the reaction mixture allowed to incubate at room ... The reactants are OC1=C(C=C(C=CC=O)C=C1)OC (4-Hydroxy-3-methoxycinnamaldehyde), C(C1=CC=CC=C1)Cl (benzyl chloride), C(=O)([O-])[O-].[K+].[K+] (K2CO3), [Na+].[I-] (NaI). Run in CC(=O)C (acetone). Reaction conditions: time 24 hour. The product is C(C1=CC=CC=C1)OC1=C(C=C(C=CC=O)C=C1)OC (4-benzyloxy-3-methoxycinnamaldehyde). The yield is 85.0%. RXN SMILES: [OH:1][C:2]1[CH:11]=[CH:10][C:5]([CH:6]=[CH:7][CH:8]=[O:9])=[CH:4][C:3]=1[O:12][CH3:13].[CH2:14](Cl)[C:15]1[CH:20]=[CH:19][CH:18]=[CH:17][CH:16]=1.C([O-])([O-])=O.[K+].[K+].[Na+].[I-]>CC(C)=O>[CH2:14]([O:1][C:2]1[CH:11]=[CH:10][C:5]([CH:6]=[CH:7][CH:8]=[O:9])=[CH:4][C:3]=1[O:12][CH3:13])[C:15]1[CH:20]=[CH:19][CH:18]=[CH:17][CH:16]=1 |f:2.3.4,5.6|. Reported procedure: 4-Hydroxy-3-methoxycinnamaldehyde (0.6 g) was added to the mixture of benzyl chloride (1 mL), K2CO3 (1 g), and NaI (1 g) in acetone (20 mL). The resulting mixture was stirred at room temperature for 24 hrs. The solid were removed by filtration and washed with acetone. After evaporation of solvent, the crude product was purified by gradient chromatography to give a yellowish solid. Yield 85%. Reactants: N-Aryl-benzenesulfonamides, NC1=C(C=C(C=C1)Cl)C(=O)C1=CC=CC=C1 ((2-amino-5-chloro-phenyl)-phenyl-methanone), O1CCC2=C1C=C(C=C2)S(=O)(=O)Cl (2,3-dihydro-benzofuran-6-sulfonyl chloride). Yields the product C(C1=CC=CC=C1)(=O)C1=C(C=CC(=C1)Cl)NS(=O)(=O)C1=CC2=C(CCO2)C=C1 (2,3-Dihydro-benzofuran-6-sulfonic acid (2-benzoyl-4-chloro-phenyl)-amide). As a reaction SMILES: [NH2:1][C:2]1[CH:7]=[CH:6][C:5]([Cl:8])=[CH:4][C:3]=1[C:9]([C:11]1[CH:16]=[CH:15][CH:14]=[CH:13][CH:12]=1)=[O:10].[O:17]1[C:21]2[CH:22]=[C:23]([S:26](Cl)(=[O:28])=[O:27])[CH:24]=[CH:25][C:20]=2[CH2:19][CH2:18]1>>[C:9]([C:3]1[CH:4]=[C:5]([Cl:8])[CH:6]=[CH:7][C:2]=1[NH:1][S:26]([C:23]1[CH:24]=[CH:25][C:20]2[CH2:19][CH2:18][O:17][C:21]=2[CH:22]=1)(=[O:27])=[O:28])(=[O:10])[C:11]1[CH:12]=[CH:13][CH:14]=[CH:15][CH:16]=1. Procedure details: The title compound was prepared according to the general procedure for the synthesis of N-Aryl-benzenesulfonamides previously described using 115 mg of (2-amino-5-chloro-phenyl)-phenyl-methanone and 109 mg of 2,3-dihydro-benzofuran-6-sulfonyl chloride. 1H-NMR (400 MHz, CDCl3): δ 2.80 (t, 2H, J=8.8 Hz), 4.42 (t, 2H, J=9.2 Hz), 6.57 (d, 1H, J=8.4 Hz), 7.35 (m, 3H), 7.43 (m, 3H), 7.48 (dd, 1H, J=8.4 Hz, 2.4 Hz), 7.6 (m, 1H), 7.74 (d, 1H, J=8.8 Hz), 9.48 (s, 1H). MS: m/z 414.9 (M++1). Starting materials: solution, C[Si](C)(C)[N-][Si](C)(C)C.[Li+] (lithium bis(trimethylsilyl)amide), C1=CC=C(C=C1)N(S(=O)(=O)C(F)(F)F)S(=O)(=O)C(F)(F)F (N-phenyltrifluoromethane sulfonimide), FC(S(=O)(=O)OC1=CCC(CC1)C(CNS(=O)(=O)C(C)C)C)(F)F (N-[2-[4-[[(trifluoromethyl)sulfonyl]oxy]-3-cyclohexen-1-yl]propyl] 2-propanesulfonamide), material. The solvent is C1CCOC1 (THF), C1CCOC1 (THF). Run at time 30 minute. Yields the product O=C1CCC(CC1)CCNS(=O)(=O)C(C)C (N-[2-[4-oxocyclohexyl]ethyl] 2-propanesulfonamide). The yield is 26.0%. As a reaction SMILES: FC(F)(F)S([O:6][C:7]1[CH2:12][CH2:11][CH:10]([CH:13](C)[CH2:14][NH:15][S:16]([CH:19]([CH3:21])[CH3:20])(=[O:18])=[O:17])[CH2:9][CH:8]=1)(=O)=O.C[Si]([N-][Si](C)(C)C)(C)C.[Li+].C1C=CC(N(S(C(F)(F)F)(=O)=O)S(C(F)(F)F)(=O)=O)=CC=1>C1COCC1>[O:6]=[C:7]1[CH2:12][CH2:11][CH:10]([CH2:13][CH2:14][NH:15][S:16]([CH:19]([CH3:21])[CH3:20])(=[O:18])=[O:17])[CH2:9][CH2:8]1 |f:1.2|. Procedure: N-[2-[4-[[(trifluoromethyl)sulfonyl]oxy]-3-cyclohexen-1-yl]propyl] 2-propanesulfonamide: To a −78° C. solution of 1.0 g (3.82 mmol) of the material prepared in Preparation 2 in 6 ml of THF was added 8.4 ml of a 1 M solution of lithium bis(trimethylsilyl)amide in THF (8.4 mmol). The bath was removed and the mixture was stirred for 30 min and then 1.46 g (4.09 mmol) of N-phenyltrifluoromethane sulfonimide was added at ambient temperature. The mixture was stirred for 24 h. The reaction was quenched... Reactants: FC1=C(C#N)C(=CC=C1)F (2,6-difluorobenzonitrile), S(O)(O)(=O)=O (sulfuric acid), ice water. The solvent is O (water). Run at time 12 hour. Yields the product FC1=C(C(=O)N)C(=CC=C1)F (2,6-Difluorobenzamide). As a reaction SMILES: S(=O)(=O)(O)[OH:2].[F:6][C:7]1[CH:14]=[CH:13][CH:12]=[C:11]([F:15])[C:8]=1[C:9]#[N:10]>O>[F:6][C:7]1[CH:14]=[CH:13][CH:12]=[C:11]([F:15])[C:8]=1[C:9]([NH2:10])=[O:2]. Reported procedure: To 240 g of concentrated sulfuric acid and 24 ml of water are added dropwise, at room temperature, 100 g (0.72 mol) of 2,6-difluorobenzonitrile. The reaction mixture is stirred at 80°-85° C. for 12 hours, and then poured into 1.2 kg of ice-water; the mixture is stirred for 30 minutes and subsequently filtered. The crystals are washed neutral with water, and are afterwards dried at 85° C. in vacuo; yield: 91.0 g (80.6%), melting point: 140°-141.5° C. The product is ClC1=CC=C(CNC(=O)C2=CN(C3=C(C=C(C=C3C2=O)CO)F)CCCOC2OCCCC2)C=C1 (N-(4-Chlorobenzyl)-8-fluoro-6-(hydroxymethyl)-4-oxo-1-[3-(tetrahydro-2H-pyran-2-yloxy)propyl]-1,4-dihydro-3-quinolinecarboxamide). Starting materials: BrCCCOC1OCCCC1 (2-(3-bromopropoxy)tetrahydro-2H-pyran), [H-].[Na+] (NaH), ClC1=CC=C(CNC(=O)C=2C=NC3=C(C=C(C=C3C2O)CO)F)C=C1 (N-(4-chlorobenzyl)-8-fluoro-4-hydroxy-6-(hydroxymethyl)-3-quinolinecarboxamide), 7, C(=O)(O)[O-].[Na+] (NaHCO3). The yield is 24.0%. Reaction conditions: time 17.5 minute. RXN SMILES: [H-].[Na+].[Cl:3][C:4]1[CH:27]=[CH:26][C:7]([CH2:8][NH:9][C:10]([C:12]2[CH:13]=[N:14][C:15]3[C:20]([C:21]=2[OH:22])=[CH:19][C:18]([CH2:23][OH:24])=[CH:17][C:16]=3[F:25])=[O:11])=[CH:6][CH:5]=1.Br[CH2:29][CH2:30][CH2:31][O:32][CH:33]1[CH2:38][CH2:37][CH2:36][CH2:35][O:34]1.C([O-])(O)=O.[Na+]>CN(C=O)C>[Cl:3][C:4]1[CH:5]=[CH:6][C:7]([CH2:8][NH:9][C:10]([C:12]2[C:21](=[O:22])[C:20]3[C:15](=[C:16]([F:25])[CH:17]=[C:18]([CH2:23][OH:24])[CH:19]=3)[N:14]([CH2:29][CH2:30][CH2:31][O:32][CH:33]3[CH2:38][CH2:37][CH2:36][CH2:35][O:34]3)[CH:13]=2)=[O:11])=[CH:26][CH:27]=1 |f:0.1,4.5|. Procedure details: To a suspension of NaH (60% dispersion in oil, 11.1 mg) in 2.5 mL anhydrous DMF is added N-(4-chlorobenzyl)-8-fluoro-4-hydroxy-6-(hydroxymethyl)-3-quinolinecarboxamide from Preparation No. 7 (100 mg). After stirring the reaction mixture at room temperature for 15-20 min., 2-(3-bromopropoxy)tetrahydro-2H-pyran (89.4 mg) is added. The reaction is stirred at room temperature for 3 days. The reaction mixture is treated with saturated aqueous NaHCO3, then extracted with CH2Cl2 (3×). The combined orga... Solvent: CN(C)C=O (DMF). Reaction SMILES: F[C:2]1[CH:11]=[C:10]2[C:5]([N+:6]([O-:21])=[C:7]([C:15]3[CH:20]=[CH:19][CH:18]=[CH:17][CH:16]=3)[C:8]3[N:9]2[CH2:12][CH2:13][N:14]=3)=[CH:4][CH:3]=1.[CH3:22][N:23]1[CH2:28][CH2:27][NH:26][CH2:25][CH2:24]1>C(O)(C)C>[CH3:22][N:23]1[CH2:28][CH2:27][N:26]([C:2]2[CH:11]=[C:10]3[C:5]([N+:6]([O-:21])=[C:7]([C:15]4[CH:20]=[CH:19][CH:18]=[CH:17][CH:16]=4)[C:8]4[N:9]3[CH2:12][CH2:13][N:14]=4)=[CH:4][CH:3]=2)[CH2:25][CH2:24]1. The reactants are FC1=CC=C2[N+](=C(C=3N(C2=C1)CCN3)C3=CC=CC=C3)[O-] (1,2-Dihydro-8-fluoro-4-phenylimidazo[1,2-a]quinoxaline 5-oxide), CN1CCNCC1 (N-methylpiperazine). Product: CN1CCN(CC1)C1=CC=C2[N+](=C(C=3N(C2=C1)CCN3)C3=CC=CC=C3)[O-] (1,2-dihydro-8-(4-methylpiperazinyl)-4-phenylimidazo[1,2-a]quinoxaline 5-oxide). Solvent: C(C)(C)O (isopropanol). Procedure: 1,2-Dihydro-8-fluoro-4-phenylimidazo[1,2-a]quinoxaline 5-oxide (3.5 g, 0.012 mol) and N-methylpiperazine (15 ml, 0.13 mol) were heated at 100° C. in isopropanol (5 ml) for 16 hrs. The solvent was removed in vacuo and the residue was dissolved in dichloromethane. The resulting solution was washed with saturated aqueous sodium hydrogen carbonate, dried over anhydrous magnesium sulphate and concentrated in vacuo to yield a dark oil which was chromatographed on silica gel in 2% methanol/chloroform t... Yield: 17.3%. Starting materials: C1CCOC1, CCCCCCCN(Cc1ccc(F)cc1F)C(=O)Cc1ccc(SCc2ccccc2C(=O)OC)cc1, [Li+], [OH-], O. Yields the product CCCCCCCN(Cc1ccc(F)cc1F)C(=O)Cc1ccc(SCc2ccccc2C(=O)O)cc1. As a reaction SMILES: [CH2:41]1[O:42][CH2:43][CH2:44][CH2:45]1.[F:1][c:2]1[c:3]([CH2:4][N:5]([C:6]([CH2:7][c:8]2[cH:9][cH:10][c:11]([S:14][CH2:15][c:16]3[c:17]([C:18](=[O:19])[O:20][CH3:21])[cH:22][cH:23][cH:24][cH:25]3)[cH:12][cH:13]2)=[O:26])[CH2:27][CH2:28][CH2:29][CH2:30][CH2:31][CH2:32][CH3:33])[cH:34][cH:35][c:36]([F:38])[cH:37]1.[Li+:39].[OH-:40].[OH2:46]>>[F:1][c:2]1[c:3]([CH2:4][N:5]([C:6]([CH2:7][c:8]2[cH:9][cH:10][c:11]([S:14][CH2:15][c:16]3[c:17]([C:18](=[O:19])[OH:20])[cH:22][cH:23][cH:24][cH:25]3)[cH:12][cH:13]2)=[O:26])[CH2:27][CH2:28][CH2:29][CH2:30][CH2:31][CH2:32][CH3:33])[cH:34][cH:35][c:36]([F:38])[cH:37]1.